This data is from the Open Reaction Database (ORD), a public repository of structured organic reaction records. The task is: describe an organic reaction: reactants, conditions, products, and yield Reagents/catalysts: [Br-].C(CCC)[N+](CCCC)(CCCC)CCCC (tetra-n-butylammonium bromide). Procedure: Into a solution of 17 g of 3-chloro-4-(3-methyl-3-butenyloxy)nitrobenzene and 0.4 g of tetra-n-butylammonium bromide in chloroform (29.4 g), a 50% sodium hydroxide solution (78.2 g) was dropwise added while stirring at room temperature, and stirring was continued at 50° C. for 2.5 hours. The resultant mixture was poured into ice-water and extracted with chloroform. The extract was concentrated under reduced pressure, and the precipitated crystals were subjected to filtration by a glass filter an... The product is ClC=1C=C(C=CC1OCCC1(C(C1)(Cl)Cl)C)[N+](=O)[O-] (3-chloro-4-[2-(1-methyl-2,2-dichlorocyclopropyl)ethoxy]nitrobenzene). Reactants: ClC=1C=C(C=CC1OCCC(=C)C)[N+](=O)[O-] (3-chloro-4-(3-methyl-3-butenyloxy)nitrobenzene), [OH-].[Na+] (sodium hydroxide), C(Cl)(Cl)Cl (chloroform), resultant mixture, ice water. As a reaction SMILES: [Cl:1][C:2]1[CH:3]=[C:4]([N+:14]([O-:16])=[O:15])[CH:5]=[CH:6][C:7]=1[O:8][CH2:9][CH2:10][C:11]([CH3:13])=[CH2:12].[OH-].[Na+].[CH:19]([Cl:22])(Cl)[Cl:20]>[Br-].C([N+](CCCC)(CCCC)CCCC)CCC>[Cl:1][C:2]1[CH:3]=[C:4]([N+:14]([O-:16])=[O:15])[CH:5]=[CH:6][C:7]=1[O:8][CH2:9][CH2:10][C:11]1([CH3:13])[CH2:12][C:19]1([Cl:22])[Cl:20] |f:1.2,4.5|. The yield is 85.0%. Conditions: time 2.5 hour. Starting materials: [O-2].[O-2].[U+4] (uranium dioxide), [O-2].[O-2].[U+4] (uranium dioxide), [O-2].[O-2].[U+4] (uranium dioxide), [O-2].[O-2].[U+4] (uranium dioxide), [N+](=O)(O)[O-] (nitric acid). Product: [N+](=O)([O-])[O-].[U+6].[N+](=O)([O-])[O-].[N+](=O)([O-])[O-].[N+](=O)([O-])[O-].[N+](=O)([O-])[O-].[N+](=O)([O-])[O-] (uranium nitrate). As a reaction SMILES: [O-2].[O-2].[U+4:3].[N+:4]([O-:7])([OH:6])=[O:5]>>[N+:4]([O-:7])([O-:6])=[O:5].[U+6:3].[N+:4]([O-:7])([O-:6])=[O:5].[N+:4]([O-:7])([O-:6])=[O:5].[N+:4]([O-:7])([O-:6])=[O:5].[N+:4]([O-:7])([O-:6])=[O:5].[N+:4]([O-:7])([O-:6])=[O:5] |f:0.1.2,4.5.6.7.8.9.10|. Reported procedure: In the production of uranium dioxide nuclear fuel pellets, a substantial quantity of uranium dioxide fuel stock powder and some scrap or broken pellets are routinely recycled for reasons of economy and environmental protection. Recycling of the uranium dioxide materials is carried out by dissolving the solid uranium dioxide material in nitric acid, and thereby forming a solution of soluble uranium nitrate. The pH of a water-diluted solution of the soluble uranium nitrate is reduced to about 5 to... Reactants: COC=1C=C2C=CC(=CC2=CC1)C(CCC(=O)C1=CC=CC=C1)=O (1-(6-methoxy-2-naphthyl)-4-phenylbutane-1,4-dione), CN (methyl amine). Yields the product COC=1C=C2C=CC(=CC2=CC1)C=1N(C(=CC1)C1=CC=CC=C1)C (2-(6-methoxy-2-naphthyl)-1-methyl-5-phenyl-1H-pyrrole). The yield is 84.7%. Reaction SMILES: [CH3:1][O:2][C:3]1[CH:4]=[C:5]2[C:10](=[CH:11][CH:12]=1)[CH:9]=[C:8]([C:13](=O)[CH2:14][CH2:15][C:16]([C:18]1[CH:23]=[CH:22][CH:21]=[CH:20][CH:19]=1)=O)[CH:7]=[CH:6]2.[CH3:25][NH2:26]>>[CH3:1][O:2][C:3]1[CH:4]=[C:5]2[C:10](=[CH:11][CH:12]=1)[CH:9]=[C:8]([C:13]1[N:26]([CH3:25])[C:16]([C:18]3[CH:23]=[CH:22][CH:21]=[CH:20][CH:19]=3)=[CH:15][CH:14]=1)[CH:7]=[CH:6]2. Reported procedure: In a similar manner as described in step 4 of Example 1, the title compound was prepared from 1-(6-methoxy-2-naphthyl)-4-phenylbutane-1,4-dione (3.00 g, 9.42 mmol), prepared in step 3 of Example 1, and methyl amine (8 M solution in EtOH, 100 mL, 800 mmol). Isolation of the solids by vacuum filtration gave 2-(6-methoxy-2-naphthyl)-1-methyl-5-phenyl-1H-pyrrole as a white solid (2.5 g, 85%), mp 197–198° C. Elemental Analysis for C22H19NO Calc'd: C, 84.31; H, 6.11; N, 4.47. Found: C, 84.47; H, 6.08;... Reactants: NCCC1=CNC2=CC=CC=C12 (tryptamine), ester, acid chloride, ( 8 ), C(Cl)Cl (methylene chloride), C(Cl)(Cl)Cl (chloroform), O1CCCC1 (tetrahydrofuran). The solvent is C(C)OCC (diethyl ether), N1=CC=CC=C1 (pyridine), C(C)N(CC)CC (triethylamine). The product is C(C)(C)N(CC)C(C)C (diisopropylethylamine), ( 7 ). As a reaction SMILES: NCC[C:4]1[C:12]2[C:7](=[CH:8]C=CC=2)[NH:6][CH:5]=1.C(Cl)Cl.C(Cl)(Cl)Cl.O1[CH2:24][CH2:23][CH2:22]C1>N1C=CC=CC=1.C(N(CC)CC)C.C(OCC)C>[CH:23]([N:6]([CH:7]([CH3:12])[CH3:8])[CH2:5][CH3:4])([CH3:24])[CH3:22]. Procedure details: As shown in reaction Scheme B, the 2-aryltryptamine may be condensed with a carboxylic acid of type (6) using the coupling reagent 1-(3-dimethylaminopropyl)-3-ethylcarbodiimide hydrochloride (EDC), 1,3-dicyclohexylcarbodiimide (DCC) or the like with or without 1-hydroxybenzotriazole (HOBt) and a tertiary amine base such as N-methylmorpholine (NMM), triethylamine or the like in an inert organic solvent such as methylene chloride, chloroform, dimethylformamide, or mixtures thereof at or near room ...